Dataset: the Open Reaction Database (ORD), a public repository of structured organic reaction records. Task: describe an organic reaction: reactants, conditions, products, and yield Reactants: CC1=C(C=CC=C1)C(=O)C1CC1 (Cyclopropyl 2-methylpheny ketone), dichloro[(S)-(−)-2,2′-bis(diphenylphosphino)-1,1′-binaphthyl]ruthenium(II), C1(=CC=CC=C1)[C@@H]([C@@H](N)C1=CC=CC=C1)N ((1S,2S)-(−)-1,2-diphenylethylenediamine), CC(C)([O-])C.[K+] (potassium-tert-butoxide). The solvent is C(C)(C)O (isopropanol). Run at time 60 hour. The product is C1(CC1)[C@@H](O)C1=C(C=CC=C1)C ((R)-(Cyclopropyl)(2-methylphenyl)methanol). The yield is 71.1%. Reaction SMILES: C1([C@H](N)[C@H](C2C=CC=CC=2)N)C=CC=CC=1.CC(C)([O-])C.[K+].[CH3:23][C:24]1[CH:29]=[CH:28][CH:27]=[CH:26][C:25]=1[C:30]([CH:32]1[CH2:34][CH2:33]1)=[O:31]>C(O)(C)C>[CH:32]1([C@H:30]([C:25]2[CH:26]=[CH:27][CH:28]=[CH:29][C:24]=2[CH3:23])[OH:31])[CH2:33][CH2:34]1 |f:1.2|. Procedure details: To a suspension of dichloro[(S)-(−)-2,2′-bis(diphenylphosphino)-1,1′-binaphthyl]ruthenium(II) (851 mg), (1S,2S)-(−)-1,2-diphenylethylenediamine (191 mg) and potassium-tert-butoxide (270 mg) in isopropanol (90 ml) was added cyclopropyl 2-methylphenyl ketone (9.61 g) obtained in Step 2, and the mixture was hydrogenated at room temperature and at medium pressure (3.0 kgf/cm2) for 60 hr. The reaction mixture was concentrated under reduced pressure, and the residue was purified by silica gel column c... Reactants: CC(=O)[O-], CC(=O)[O-], CCOC(C)=O, [Cu+2], C#Cc1cccc(C(F)(F)F)c1, O=CN1CCCNCC1, C1COCCO1. Product: O=CN1CCCN(CC#Cc2cccc(C(F)(F)F)c2)CC1. As a reaction SMILES: [C:34]([O-:35])(=[O:36])[CH3:37].[C:38]([O-:39])(=[O:40])[CH3:41].[CH3:28][CH2:29][O:30][C:31](=[O:32])[CH3:33].[Cu+2:42].[F:10][C:11]([c:12]1[cH:13][c:14]([C:18]#[CH:19])[cH:15][cH:16][cH:17]1)([F:20])[F:21].[N:1]1([CH:8]=[O:9])[CH2:2][CH2:3][NH:4][CH2:5][CH2:6][CH2:7]1.[O:22]1[CH2:23][CH2:27][O:26][CH2:25][CH2:24]1>>[N:1]1([CH:8]=[O:9])[CH2:2][CH2:3][N:4]([CH2:23][C:19]#[C:18][c:14]2[cH:13][c:12]([C:11]([F:10])([F:20])[F:21])[cH:17][cH:16][cH:15]2)[CH2:5][CH2:6][CH2:7]1. The reactants are CC(C)(O)c1ccc2c(c1)C(=CCCBr)c1cccnc1CO2, O=C([O-])[O-], CC#N, Clc1ccc(COC2CCNC2)cc1, [K+], [K+], O. The product is CC(C)(O)c1ccc2c(c1)C(=CCCN1CCC(OCc3ccc(Cl)cc3)C1)c1cccnc1CO2. Reaction SMILES: [Br:21][CH2:22][CH2:23][CH:24]=[C:25]1[c:26]2[c:27]([cH:36][cH:37][c:38]([C:40]([CH3:41])([CH3:42])[OH:43])[cH:39]2)[O:28][CH2:29][c:30]2[c:31]1[cH:32][cH:33][cH:34][n:35]2.[C:15](=[O:16])([O-:17])[O-:18].[C:45](#[N:46])[CH3:47].[Cl:1][c:2]1[cH:3][cH:4][c:5]([CH2:6][O:7][CH:8]2[CH2:9][NH:10][CH2:11][CH2:12]2)[cH:13][cH:14]1.[K+:19].[K+:20].[OH2:44]>>[Cl:1][c:2]1[cH:3][cH:4][c:5]([CH2:6][O:7][CH:8]2[CH2:9][N:10]([CH2:22][CH2:23][CH:24]=[C:25]3[c:26]4[c:27]([cH:36][cH:37][c:38]([C:40]([CH3:41])([CH3:42])[OH:43])[cH:39]4)[O:28][CH2:29][c:30]4[c:31]3[cH:32][cH:33][cH:34][n:35]4)[CH2:11][CH2:12]2)[cH:13][cH:14]1.